From a dataset of the Open Reaction Database (ORD), a public repository of structured organic reaction records. describe an organic reaction: reactants, conditions, products, and yield Starting materials: C1(=CC=CC2=CC3=CC=CC=C3C=C12)C(=O)O (1-anthracenecarboxylic acid), Cl.FC1=CC=C(C=C1)C(C(CC1=CC=C(C=C1)C(F)(F)F)N)O ((1RS,2SR)-1-(4-fluorophenyl)-1-hydroxy-3-(4-(trifluoromethyl)phenyl)-2-propylamine hydrochloride), C(O)([O-])=O.[Na+] (sodium hydrogen carbonate), C(C(=O)Cl)(=O)Cl (oxalyl chloride). Run in C(C)(=O)OCC (ethyl acetate), O (water), O1CCCC1 (tetrahydrofuran), CN(C=O)C (N,N-dimethylformamide). Conditions: time 30 minute. Product: FC1=CC=C(C=C1)C(C(CC1=CC=C(C=C1)C(F)(F)F)NC(=O)C1=CC=CC2=CC3=CC=CC=C3C=C12)O (N-((1RS,2SR)-2-(4-fluorophenyl)-2-hydroxy-1-((4-(trifluoromethyl)phenyl)methyl)ethyl)-1-anthracenecarboxamide). The yield is 66.1%. Reaction SMILES: [C:1]1([C:15](O)=[O:16])[C:14]2[C:5](=[CH:6][C:7]3[C:12]([CH:13]=2)=[CH:11][CH:10]=[CH:9][CH:8]=3)[CH:4]=[CH:3][CH:2]=1.C(Cl)(=O)C(Cl)=O.Cl.[F:25][C:26]1[CH:31]=[CH:30][C:29]([CH:32]([OH:46])[CH:33]([NH2:45])[CH2:34][C:35]2[CH:40]=[CH:39][C:38]([C:41]([F:44])([F:43])[F:42])=[CH:37][CH:36]=2)=[CH:28][CH:27]=1.C(=O)([O-])O.[Na+]>O1CCCC1.C(OCC)(=O)C.O.CN(C)C=O>[F:25][C:26]1[CH:27]=[CH:28][C:29]([CH:32]([OH:46])[CH:33]([NH:45][C:15]([C:1]2[C:14]3[C:5](=[CH:6][C:7]4[C:12]([CH:13]=3)=[CH:11][CH:10]=[CH:9][CH:8]=4)[CH:4]=[CH:3][CH:2]=2)=[O:16])[CH2:34][C:35]2[CH:40]=[CH:39][C:38]([C:41]([F:44])([F:43])[F:42])=[CH:37][CH:36]=2)=[CH:30][CH:31]=1 |f:2.3,4.5|. Reported procedure: To a solution of 1-anthracenecarboxylic acid (143 mg, 0.64 mmol). in tetrahydrofuran (5 ml) were added oxalyl chloride (0.11 ml, 1.72 mmol) and N,N-dimethylformamide (0.01 ml), and the mixture was stirred at room temperature for 30 min. The reaction solution was evaporated under reduced pressure. To a solution of the residue in ethyl acetate (5 ml) were added (1RS,2SR)-1-(4-fluorophenyl)-1-hydroxy-3-(4-(trifluoromethyl)phenyl)-2-propylamine hydrochloride (150 mg, 0.43 mmol) and saturated aqueous...